Dataset: the Open Reaction Database (ORD), a public repository of structured organic reaction records. Task: describe an organic reaction: reactants, conditions, products, and yield The reactants are O=C([O-])[O-], O=[N+]([O-])c1ccccc1C1(O)OC(CO)C(O)C(O)C1O, [Na+], [Na+]. RXN SMILES: [C:22]([O-:23])(=[O:24])[O-:25].[N+:1](=[O:2])([O-:3])[c:4]1[c:5]([C:10]2([OH:21])[O:11][CH:12]([CH2:13][OH:14])[CH:15]([OH:16])[CH:17]([OH:18])[CH:19]2[OH:20])[cH:6][cH:7][cH:8][cH:9]1.[Na+:26].[Na+:27]>>[N+:1](=[O:2])([O-:3])[c:4]1[c:5]([OH:23])[cH:6][cH:7][cH:8][cH:9]1. The product is O=[N+]([O-])c1ccccc1O. Starting materials: C(C=C)Br (allyl bromide), N1=C(N=CC=C1)C1=C2C=CC=C(C2=CC=C1)CO (5-pyrimidyl-1-naphthylcarbinol), O1CCCC1 (tetrahydrofuran), [H-].[Na+] (sodium hydride). The solvent is O (water). Run at temperature 0 celsius, time 20 minute. Yields the product C(C=C)OCC1=CC=CC2=C(C=CC=C12)C1=NC=CC=N1 (5-pyrimidyl-1-naphthylcarbinol allylether). Reaction SMILES: [N:1]1[CH:6]=[CH:5][CH:4]=[N:3][C:2]=1[C:7]1[CH:16]=[CH:15][CH:14]=[C:13]2[C:8]=1[CH:9]=[CH:10][CH:11]=[C:12]2[CH2:17][OH:18].O1C[CH2:22][CH2:21][CH2:20]1.[H-].[Na+].C(Br)C=C>O>[CH2:22]([O:18][CH2:17][C:12]1[C:13]2[C:8](=[C:7]([C:2]3[N:3]=[CH:4][CH:5]=[CH:6][N:1]=3)[CH:16]=[CH:15][CH:14]=2)[CH:9]=[CH:10][CH:11]=1)[CH:21]=[CH2:20] |f:2.3|. Procedure details: To a 250 ml single neck round bottom flask equipped with a reflux condensor and an argon inlet is added 2.35 gm of the 5-pyrimidyl-1-naphthylcarbinol and 100 ml of anhydrous tetrahydrofuran. The system is cooled to 0° C. and after cooling 0.26 gm sodium hydride is added. The system is stirred for an additional 20 minutes and 1.1 ml of allyl bromide is added. The system is allowed to come to room temperature over 1/2-hour and is stirred there for an additional 2 hours. Afterwards, the system is h... Reported procedure: The title compound, MS: m/e=597.0 (M+H+), was prepared in accordance with the general method of example 99 from (rac)-8-(3,5-bis-trifluoromethyl-benzoyl)-2-methyl-1-phenyl-1,3,8-triaza-spiro[4.5]decan-4-one 1-benzyl-piperidin-4-one and 4-chloromethyl-2-methylthiazole. Reactants: C(C1=CC=CC=C1)N1CCC(CC1)=O.FC(C=1C=C(C(=O)N2CCC3(C(NC(N3C3=CC=CC=C3)C)=O)CC2)C=C(C1)C(F)(F)F)(F)F ((rac)-8-(3,5-bis-trifluoromethyl-benzoyl)-2-methyl-1-phenyl-1,3,8-triaza-spiro[4.5]decan-4-one 1-benzyl-piperidin-4-one), ClCC=1N=C(SC1)C (4-chloromethyl-2-methylthiazole). As a reaction SMILES: C(N1CCC(=O)CC1)C1C=CC=CC=1.[F:15][C:16]([F:48])([F:47])[C:17]1[CH:18]=[C:19]([CH:40]=[C:41]([C:43]([F:46])([F:45])[F:44])[CH:42]=1)[C:20]([N:22]1[CH2:39][CH2:38][C:25]2([N:29]([C:30]3[CH:35]=[CH:34][CH:33]=[CH:32][CH:31]=3)[CH:28]([CH3:36])[NH:27][C:26]2=[O:37])[CH2:24][CH2:23]1)=[O:21].Cl[CH2:50][C:51]1[N:52]=[C:53]([CH3:56])[S:54][CH:55]=1>>[F:48][C:16]([F:15])([F:47])[C:17]1[CH:18]=[C:19]([CH:40]=[C:41]([C:43]([F:46])([F:45])[F:44])[CH:42]=1)[C:20]([N:22]1[CH2:23][CH2:24][C:25]2([N:29]([C:30]3[CH:31]=[CH:32][CH:33]=[CH:34][CH:35]=3)[CH:28]([CH3:36])[N:27]([CH2:50][C:51]3[N:52]=[C:53]([CH3:56])[S:54][CH:55]=3)[C:26]2=[O:37])[CH2:38][CH2:39]1)=[O:21] |f:0.1|. The product is FC(C=1C=C(C(=O)N2CCC3(C(N(C(N3C3=CC=CC=C3)C)CC=3N=C(SC3)C)=O)CC2)C=C(C1)C(F)(F)F)(F)F ((rac)-8-(3,5-Bis-trifluoromethyl-benzoyl)-2-methyl-3-(2-methyl-thiazol-4-yl-methyl)-1-phenyl-1,3,8-triaza-spiro[4.5]decan-4-one). Reactants: COc1c(C=O)cc(C(=O)O)cc1OC(F)(F)F, O=CO, Cl, NO. Product: COc1c(C#N)cc(C(=O)O)cc1OC(F)(F)F. RXN SMILES: [CH:1](=[O:2])[c:3]1[cH:4][c:5]([C:6](=[O:7])[OH:8])[cH:9][c:10]([O:14][C:15]([F:16])([F:17])[F:18])[c:11]1[O:12][CH3:13].[CH:22]([OH:23])=[O:24].[ClH:19].[NH2:20][OH:21]>>[C:1]([c:3]1[cH:4][c:5]([C:6](=[O:7])[OH:8])[cH:9][c:10]([O:14][C:15]([F:16])([F:17])[F:18])[c:11]1[O:12][CH3:13])#[N:20]. The reactants are C(C1=CC=CC=C1)OC[C@H]1NS(CC1)(=O)=O ((S)-3-benzyloxymethylisothiazolidine 1,1-dioxide), BrC1=CC(=C(C=C1)C(=O)N1CCN(CC1)C1=C(C=C(C=C1)C)C)C ((4-bromo-2-methylphenyl)[4-(2,4-dimethylphenyl)piperazin-1-yl]methanone). The product is CC1=C(C=CC(=C1)C)N1CCN(CC1)C(=O)C1=C(C=C(C=C1)N1S(CC[C@H]1CO)(=O)=O)C ((S)-[4-(2,4-dimethylphenyl)piperazin-1-yl][4-(3-hydroxymethyl-1,1-dioxo-1λ6-isothiazolidin-2-yl)-2-methylphenyl]methanone). The yield is 72.4%. Reaction SMILES: C([O:8][CH2:9][C@@H:10]1[CH2:14][CH2:13][S:12](=[O:16])(=[O:15])[NH:11]1)C1C=CC=CC=1.Br[C:18]1[CH:23]=[CH:22][C:21]([C:24]([N:26]2[CH2:31][CH2:30][N:29]([C:32]3[CH:37]=[CH:36][C:35]([CH3:38])=[CH:34][C:33]=3[CH3:39])[CH2:28][CH2:27]2)=[O:25])=[C:20]([CH3:40])[CH:19]=1>>[CH3:39][C:33]1[CH:34]=[C:35]([CH3:38])[CH:36]=[CH:37][C:32]=1[N:29]1[CH2:30][CH2:31][N:26]([C:24]([C:21]2[CH:22]=[CH:23][C:18]([N:11]3[C@H:10]([CH2:9][OH:8])[CH2:14][CH2:13][S:12]3(=[O:15])=[O:16])=[CH:19][C:20]=2[CH3:40])=[O:25])[CH2:27][CH2:28]1. Reported procedure: Using (S)-3-benzyloxymethylisothiazolidine 1,1-dioxide (482 mg) described in Preparation Example 1 and (4-bromo-2-methylphenyl)[4-(2,4-dimethylphenyl)piperazin-1-yl]methanone (774 mg) described in Preparation Example 130 and by the reaction and treatment in the same manner as in Example 32, the title compound (662 mg) was obtained. Starting materials: [Br-], CC(C)C[Mg+], C1CCOC1, O=CCc1cccc(F)c1, O. Product: CC(C)CC(O)Cc1cccc(F)c1. Reaction SMILES: [Br-:11].[CH2:12]([CH:13]([CH3:14])[CH3:15])[Mg+:16].[CH2:18]1[O:19][CH2:20][CH2:21][CH2:22]1.[F:1][c:2]1[cH:3][c:4]([CH2:8][CH:9]=[O:10])[cH:5][cH:6][cH:7]1.[OH2:17]>>[F:1][c:2]1[cH:3][c:4]([CH2:8][CH:9]([OH:10])[CH2:12][CH:13]([CH3:14])[CH3:15])[cH:5][cH:6][cH:7]1. Reactants: COC(=O)C1CC(O[Si](C)(C)C(C)(C)C)CN1, CO, [H][H]. Yields the product COC(=O)C1CC(O[Si](C)(C)C(C)(C)C)CN1C. Reaction SMILES: [CH3:1][O:2][C:3](=[O:4])[CH:5]1[NH:6][CH2:7][CH:8]([O:10][Si:11]([CH3:12])([CH3:13])[C:14]([CH3:15])([CH3:16])[CH3:17])[CH2:9]1.[CH3:20][OH:21].[H:18][H:19]>>[CH3:1][O:2][C:3](=[O:4])[CH:5]1[N:6]([CH3:20])[CH2:7][CH:8]([O:10][Si:11]([CH3:12])([CH3:13])[C:14]([CH3:15])([CH3:16])[CH3:17])[CH2:9]1. Reactants: Cl, NO, NC(=O)NC1CCC(=O)c2sccc21, c1ccncc1. The product is NC(=O)NC1CCC(=NO)c2sccc21. As a reaction SMILES: [ClH:15].[NH2:16][OH:17].[O:1]=[C:2]1[CH2:3][CH2:4][CH:5]([NH:11][C:12](=[O:13])[NH2:14])[c:6]2[c:7]1[s:8][cH:9][cH:10]2.[cH:18]1[cH:19][cH:20][n:21][cH:22][cH:23]1>>[C:2]1(=[N:16][OH:17])[CH2:3][CH2:4][CH:5]([NH:11][C:12](=[O:13])[NH2:14])[c:6]2[c:7]1[s:8][cH:9][cH:10]2.